Dataset: the Open Reaction Database (ORD), a public repository of structured organic reaction records. Task: describe an organic reaction: reactants, conditions, products, and yield Reactants: [N+](=O)([O-])C (nitromethane), ClCCCC(CCCCl)=O (1,7-dichloro-4-heptanone), N.CO (NH3 MeOH). Reaction conditions: temperature 20 celsius, time 24 hour. Product: [N+](=O)([O-])CC12CCCN2CCC1 (7a-Nitromethyl-2,3,5,6,7,7a-hexahydro-1H-pyrrolizine). Yield: 90.0%. Reaction SMILES: [N+:1]([CH3:4])([O-:3])=[O:2].Cl[CH2:6][CH2:7][CH2:8][C:9](=O)[CH2:10][CH2:11][CH2:12]Cl.[NH3:15].CO>>[N+:1]([CH2:4][C:9]12[CH2:10][CH2:11][CH2:12][N:15]1[CH2:6][CH2:7][CH2:8]2)([O-:3])=[O:2] |f:2.3|. Procedure details: To a solution of nitromethane (0.67 g, 11 mmol) in 0.3 ml of 16% NH3 /MeOH, 1,7-dichloro-4-heptanone (0.50 g, 2.7 mmol) was added dropwise at 20° C. The resulting solution was stirred for 24 hours at 20° C. under ammonia gas atmosphere. The reaction mixture was concentrated and 0.1N NaOH was added to the residue to extract with methylene chloride. The extract was dried over anhydrous sodium sulfate, concentrated and distilled in vacuo to afford 0.42 g of the desired compound (Yield: 90%). Reactants: ClC=1C=NC2=C(C(=CC=C2C1)Cl)C#N (3,7-dichloro-8-cyanoquinoline), CN(C=O)C (dimethylformamide), O (water). The product is ClC=1C=NC2=C(C(=CC=C2C1)N(C)C)C#N (3-chloro-8-cyano-7-dimethylaminoquinoline). The yield is 87.0%. Reaction SMILES: [Cl:1][C:2]1[CH:3]=[N:4][C:5]2[C:10]([CH:11]=1)=[CH:9][CH:8]=[C:7](Cl)[C:6]=2[C:13]#[N:14].O.[CH3:16][N:17](C)[CH:18]=O>>[Cl:1][C:2]1[CH:3]=[N:4][C:5]2[C:10]([CH:11]=1)=[CH:9][CH:8]=[C:7]([N:17]([CH3:18])[CH3:16])[C:6]=2[C:13]#[N:14]. Reported procedure: 110 g of 3,7-dichloro-8-cyanoquinoline in 500 ml of dimethylformamide were refluxed for 20 hours, the solution was cooled, an amount of water corresponding to half the volume of the solution was added, and the precipitated solid was filtered off under suction. 100 g of 3-chloro-8-cyano-7-dimethylaminoquinoline of melting point 174° C. were obtained. Yield: 87% of theory. The reactants are O1CC\C(\C2=CC=CC=C12)=N/O ((4E)-2,3-dihydro-4H-chromen-4-one oxime), C(C)C1C(C2=CC=CC=C2C1)=O ((+/−)-2-ethyl-2,3-dihydro-1H-inden-1-one). Yields the product C(C)C1C(C2=CC=CC=C2C1)=NO (2-ethyl-2,3-dihydro-1H-inden-1-one oxime). Reaction SMILES: O1C2C(=CC=CC=2)/C(=[N:11]/[OH:12])/CC1.[CH2:13]([CH:15]1[CH2:23][C:22]2[C:17](=[CH:18][CH:19]=[CH:20][CH:21]=2)[C:16]1=O)[CH3:14]>>[CH2:13]([CH:15]1[CH2:23][C:22]2[C:17](=[CH:18][CH:19]=[CH:20][CH:21]=2)[C:16]1=[N:11][OH:12])[CH3:14]. Reported procedure: Following the procedure for the preparation of (4E)-2,3-dihydro-4H-chromen-4-one oxime but substituting (+/−)-2-ethyl-2,3-dihydro-1H-inden-1-one and making non-critical variations provided the title compound as a colorless syrup. MS (ESI+) for m/z 176.1 (M+H)+. Starting materials: [H-].[Na+] (sodium hydride), Cl.C(C1=CC=CC=C1)N1CC(C(CC1)C(=O)OCC)=O (ethyl 1-benzyl-3-oxopiperidine-4-carboxylate monohydrochloride), ice water, C1=CC=C(C=C1)N(S(=O)(=O)C(F)(F)F)S(=O)(=O)C(F)(F)F (N-phenylbis(trifluoromethanesulfonimide)). Solvent: CN(C)C=O (DMF). Conditions: time 5 minute. The product is C(C1=CC=CC=C1)N1CCC(=C(C1)C1=CC=CC=C1)C(=O)OCC (ethyl 1-benzyl-5-phenyl-1,2,3,6-tetrahydropyridine-4-carboxylate). Yield: 49.7%. As a reaction SMILES: [H-].[Na+].Cl.[CH2:4]([N:11]1[CH2:16][CH2:15][CH:14]([C:17]([O:19][CH2:20][CH3:21])=[O:18])[C:13](=O)[CH2:12]1)[C:5]1[CH:10]=[CH:9][CH:8]=[CH:7][CH:6]=1.[CH:23]1[CH:28]=[CH:27][C:26](N(S(C(F)(F)F)(=O)=O)S(C(F)(F)F)(=O)=O)=[CH:25][CH:24]=1>CN(C=O)C>[CH2:4]([N:11]1[CH2:12][C:13]([C:23]2[CH:28]=[CH:27][CH:26]=[CH:25][CH:24]=2)=[C:14]([C:17]([O:19][CH2:20][CH3:21])=[O:18])[CH2:15][CH2:16]1)[C:5]1[CH:10]=[CH:9][CH:8]=[CH:7][CH:6]=1 |f:0.1,2.3|. Reported procedure: To a solution of sodium hydride (60% in oil, 6.36 g) in DMF (100 mL) was added ethyl 1-benzyl-3-oxopiperidine-4-carboxylate monohydrochloride (19.0 g) at 0° C., and the mixture was stirred for 5 min. N-phenylbis(trifluoromethanesulfonimide) (25.0 g) was added, and the mixture was stirred at 0° C. for 1 hr. The reaction mixture was poured into ice water, and the resultant product was extracted with ethyl acetate. The organic layer was washed with water and brine and dried, and the solvent was eva... The reactants are CCCCCCCCCCBr, CCOC(C)=O, [K+], [OH-], Oc1ccc(-c2ccccc2)cc1. The product is CCCCCCCCCCOc1ccc(-c2ccccc2)cc1. As a reaction SMILES: [CH2:14]([CH2:15][CH2:16][CH2:17][CH2:18][CH2:19][CH2:20][CH2:21][CH2:22][CH3:23])[Br:24].[CH3:27][CH2:28][O:29][C:30](=[O:31])[CH3:32].[K+:26].[OH-:25].[OH:1][c:2]1[cH:3][cH:4][c:5](-[c:8]2[cH:9][cH:10][cH:11][cH:12][cH:13]2)[cH:6][cH:7]1>>[O:1]([c:2]1[cH:3][cH:4][c:5](-[c:8]2[cH:9][cH:10][cH:11][cH:12][cH:13]2)[cH:6][cH:7]1)[CH2:14][CH2:15][CH2:16][CH2:17][CH2:18][CH2:19][CH2:20][CH2:21][CH2:22][CH3:23].